describe an organic reaction: reactants, conditions, products, and yield From a dataset of the Open Reaction Database (ORD), a public repository of structured organic reaction records. Reactants: [Li]CCCC, C1CCOC1, CC(C)CCC(=O)Cl, CC1NC(=O)OC1c1ccccc1, [K+], [K+], O=C([O-])[O-]. Product: CC(C)CCC(=O)N1C(=O)OC(c2ccccc2)C1C. As a reaction SMILES: [CH2:14]([Li:15])[CH2:16][CH2:17][CH3:18].[CH2:33]1[O:34][CH2:35][CH2:36][CH2:37]1.[CH3:19][CH:20]([CH2:21][CH2:22][C:23](=[O:24])[Cl:25])[CH3:26].[CH3:1][CH:2]1[NH:3][C:4](=[O:13])[O:5][CH:6]1[c:7]1[cH:8][cH:9][cH:10][cH:11][cH:12]1.[K+:27].[K+:28].[O-:29][C:30]([O-:31])=[O:32]>>[CH3:1][CH:2]1[N:3]([C:23]([CH2:22][CH2:21][CH:20]([CH3:19])[CH3:26])=[O:24])[C:4](=[O:13])[O:5][CH:6]1[c:7]1[cH:8][cH:9][cH:10][cH:11][cH:12]1.